Dataset: the Open Reaction Database (ORD), a public repository of structured organic reaction records. Task: describe an organic reaction: reactants, conditions, products, and yield Starting materials: O=O (oxygen), C(C)(C)(C)O[C@H](C(=O)OC)C1=C2N3CCC(OCCCC[C@@H](OC=4C=CC(=CC4C4=CC=CC(C5=CN2C(C(=C1C)C(=C)C)=N5)=C4)F)C)(CC3)C (Methyl(2S)-2-(tert-butoxy)-2-[(22S)-17-fluoro-4,22,28-trimethyl-5-(prop-1-en-2-yl)-21,27-dioxa-1,7,34-triazahexacyclo[26.2.2.16,9.110,14.02,7.015,20]tetratriaconta-2,4,6(34),8,10(33),11,13,15(20),16,18-decaen-3-yl]acetate), [BH4-].[Na+] (sodium borohydride), [BH4-].[Na+] (sodium borohydride). The reagents and catalysts are catalyst, [Fe+2] (iron(II)). Solvent: C(C)O (ethanol). Run at time 1 hour. Yields the product C(C)(C)(C)O[C@H](C(=O)OC)C1=C2N3CCC(OCCCC[C@@H](OC=4C=CC(=CC4C4=CC=CC(C5=CN2C(C(=C1C)C(C)(C)O)=N5)=C4)F)C)(CC3)C (Methyl(2S)-2-(tert-butoxy)-2-[(22S)-17-fluoro-5-(2-hydroxypropan-2-yl)-4,22,28-trimethyl-21,27-dioxa-1,7,34-triazahexacyclo[26.2.2.16,9.110,14.02,7.015,20]tetratriaconta-2,4,6(34),8,10(33),11,13,15(20),16,18-decaen-3-yl]acetate). Reaction SMILES: [C:1]([O:5][C@@H:6]([C:11]1[C:40]([CH3:41])=[C:39]([C:42]([CH3:44])=[CH2:43])[C:38]2=[N:45][C:35]3=[CH:36][N:37]2[C:12]=1[N:13]1[CH2:50][CH2:49][C:16]([CH3:51])([O:17][CH2:18][CH2:19][CH2:20][CH2:21][C@H:22]([CH3:48])[O:23][C:24]2[CH:25]=[CH:26][C:27]([F:47])=[CH:28][C:29]=2[C:30]2[CH:46]=[C:34]3[CH:33]=[CH:32][CH:31]=2)[CH2:15][CH2:14]1)[C:7]([O:9][CH3:10])=[O:8])([CH3:4])([CH3:3])[CH3:2].[BH4-].[Na+].[O:54]=O>C(O)C.[Fe+2]>[C:1]([O:5][C@@H:6]([C:11]1[C:40]([CH3:41])=[C:39]([C:42]([OH:54])([CH3:44])[CH3:43])[C:38]2=[N:45][C:35]3=[CH:36][N:37]2[C:12]=1[N:13]1[CH2:50][CH2:49][C:16]([CH3:51])([O:17][CH2:18][CH2:19][CH2:20][CH2:21][C@H:22]([CH3:48])[O:23][C:24]2[CH:25]=[CH:26][C:27]([F:47])=[CH:28][C:29]=2[C:30]2[CH:46]=[C:34]3[CH:33]=[CH:32][CH:31]=2)[CH2:15][CH2:14]1)[C:7]([O:9][CH3:10])=[O:8])([CH3:2])([CH3:3])[CH3:4] |f:1.2|. Reported procedure: Methyl(2S)-2-(tert-butoxy)-2-[(22S)-17-fluoro-4,22,28-trimethyl-5-(prop-1-en-2-yl)-21,27-dioxa-1,7,34-triazahexacyclo[26.2.2.16,9.110,14.02,7.015,20]tetratriaconta-2,4,6(34),8,10(33),11,13,15(20),16,18-decaen-3-yl]acetate (50 mg, 0.072 mmol, 1 equiv) was dissolved in ethanol (0.86 mL). To this solution was added iron(II) phthalacyanine (4.07 mg, 7.16 μmol, 0.1 equiv) and sodium borohydride (5.42 mg, 0.143 mmol, 2 equiv). The reaction was stirred under air for 1 hour. No reaction. The mixture was... Reactants: O (water), C(C)(C)(C)OC1=CC=C(C=C1)CCCCI (1-tert-butoxy-4-(4-iodobutyl)benzene), C(=O)C=1NC=CN1 (2-formyl-1H-imidazole), C([O-])([O-])=O.[K+].[K+] (potassium carbonate). Run in CN(C)C=O (DMF). Run at temperature 70 celsius, time 17 hour. Yields the product C(C)(C)(C)OC1=CC=C(C=C1)CCCCN1C(=NC=C1)C=O (1-[4-(4-tert-butoxyphenyl)butyl]-1H-imidazole-2-carbaldehyde). Reaction SMILES: [C:1]([O:5][C:6]1[CH:11]=[CH:10][C:9]([CH2:12][CH2:13][CH2:14][CH2:15]I)=[CH:8][CH:7]=1)([CH3:4])([CH3:3])[CH3:2].[CH:17]([C:19]1[NH:20][CH:21]=[CH:22][N:23]=1)=[O:18].C(=O)([O-])[O-].[K+].[K+].O>CN(C=O)C>[C:1]([O:5][C:6]1[CH:11]=[CH:10][C:9]([CH2:12][CH2:13][CH2:14][CH2:15][N:20]2[CH:21]=[CH:22][N:23]=[C:19]2[CH:17]=[O:18])=[CH:8][CH:7]=1)([CH3:4])([CH3:3])[CH3:2] |f:2.3.4|. Procedure details: A suspension of 1-tert-butoxy-4-(4-iodobutyl)benzene (10.0 g), 2-formyl-1H-imidazole (3.47 g) and potassium carbonate (4.16 g) in DMF (100 ml) was stirred at 70° C. for 17 hr. The reaction mixture was combined with water and extracted with ethyl acetate. The extract was successively washed with water (3 times) and saturated brine, dried over anhydrous magnesium sulfate. The solvent was evaporated under reduced pressure to give crude 1-[4-(4-tert-butoxyphenyl)butyl]-1H-imidazole-2-carbaldehyde as... Starting materials: [Cl-].[Al+3].[Cl-].[Cl-] (aluminum chloride), ClC1=CC=C(S1)C(=O)OC (methyl 5-chloro-2-thiophenecarboxylate), BrBr (Br2). Solvent: C(Cl)(Cl)Cl (CHCl3). Run at temperature 25 celsius, time 6 hour. The product is BrC=1C=C(SC1Cl)C(=O)OC (methyl 4-bromo-5-chloro-2-thiophenecarboxylate). As a reaction SMILES: [Cl-].[Al+3].[Cl-].[Cl-].[Cl:5][C:6]1[S:10][C:9]([C:11]([O:13][CH3:14])=[O:12])=[CH:8][CH:7]=1.[Br:15]Br>C(Cl)(Cl)Cl>[Br:15][C:7]1[CH:8]=[C:9]([C:11]([O:13][CH3:14])=[O:12])[S:10][C:6]=1[Cl:5] |f:0.1.2.3|. Procedure: To a 1 L round bottom flask was added aluminum chloride (11.32 g, 85 mmol) and methyl 5-chloro-2-thiophenecarboxylate (10 g, 56.6 mmol) dissolved in CHCl3 (250 mL). Br2 (4.08 ml, 79 mmol) was added dropwise over 10 minutes. After stirring for 6 h at 25° C., the light orange reaction solution was washed with sat NaHCO3. The organic layer was dried Na2SO4, filtered and concentrated. The residue was purified on silica gel [hexanes/EtOAc, 9:1] to give the product [12 g, 80%] as a white solid. LCMS (... The reactants are COC(=O)c1ccc(-c2ccc(O)cc2C)s1, Cc1ccccc1, OCc1c(-c2c(Cl)cccc2Cl)noc1C1CC1, O=C(N=NC(=O)N1CCCCC1)N1CCCCC1. The product is COC(=O)c1ccc(-c2ccc(OCc3c(-c4c(Cl)cccc4Cl)noc3C3CC3)cc2C)s1. As a reaction SMILES: [CH3:19][O:20][C:21](=[O:22])[c:23]1[s:24][c:25](-[c:28]2[c:29]([CH3:35])[cH:30][c:31]([OH:34])[cH:32][cH:33]2)[cH:26][cH:27]1.[CH3:54][c:55]1[cH:56][cH:57][cH:58][cH:59][cH:60]1.[CH:1]1([c:4]2[c:5]([CH2:17][OH:18])[c:6](-[c:9]3[c:10]([Cl:16])[cH:11][cH:12][cH:13][c:14]3[Cl:15])[n:7][o:8]2)[CH2:2][CH2:3]1.[N:36]([C:37]([N:38]1[CH2:39][CH2:40][CH2:41][CH2:42][CH2:43]1)=[O:44])=[N:45][C:46]([N:47]1[CH2:48][CH2:49][CH2:50][CH2:51][CH2:52]1)=[O:53]>>[CH:1]1([c:4]2[c:5]([CH2:17][O:18][c:31]3[cH:30][c:29]([CH3:35])[c:28](-[c:25]4[s:24][c:23]([C:21]([O:20][CH3:19])=[O:22])[cH:27][cH:26]4)[cH:33][cH:32]3)[c:6](-[c:9]3[c:10]([Cl:16])[cH:11][cH:12][cH:13][c:14]3[Cl:15])[n:7][o:8]2)[CH2:2][CH2:3]1. The reactants are BrC=1C=C2C(=NC1)NC=C2CC2=CC(=C(OCC1=NC3=C(N1)C=CC=C3)C=C2F)F (2-[4-(5-bromo-1H-pyrrolo[2,3-b]pyridin-3-ylmethyl)-2,5-difluoro-phenoxymethyl]-1H-benzoimidazole), CN1N=CC(=C1)B1OC(C(O1)(C)C)(C)C (1-methyl-4-(4,4,5,5-tetramethyl-[1,3,2]dioxaborolan-2-yl)-1H-pyrazole). The reagents and catalysts are [Pd].C1(=CC=CC=C1)P(C1=CC=CC=C1)C1=CC=CC=C1.C1(=CC=CC=C1)P(C1=CC=CC=C1)C1=CC=CC=C1.C1(=CC=CC=C1)P(C1=CC=CC=C1)C1=CC=CC=C1.C1(=CC=CC=C1)P(C1=CC=CC=C1)C1=CC=CC=C1 (tetrakis(triphenylphosphine)-palladium(0)). The solvent is C(C)#N (acetonitrile), C([O-])([O-])=O.[K+].[K+] (potassium carbonate), O (water), O (water). Conditions: temperature 160 celsius. Product: FC1=C(C=C(C(=C1)CC1=CNC2=NC=C(C=C21)C=2C=NN(C2)C)F)O (2,5-difluoro-4-[5-(1-methyl-1H-pyrazol-4-yl)-1H-pyrrolo[2,3-b]pyridin-3-ylmethyl]-phenol). As a reaction SMILES: Br[C:2]1[CH:3]=[C:4]2[C:10]([CH2:11][C:12]3[C:28]([F:29])=[CH:27][C:15]([O:16]CC4NC5C=CC=CC=5N=4)=[C:14]([F:30])[CH:13]=3)=[CH:9][NH:8][C:5]2=[N:6][CH:7]=1.[CH3:31][N:32]1[CH:36]=[C:35](B2OC(C)(C)C(C)(C)O2)[CH:34]=[N:33]1>C(#N)C.C(=O)([O-])[O-].[K+].[K+].O.[Pd].C1(P(C2C=CC=CC=2)C2C=CC=CC=2)C=CC=CC=1.C1(P(C2C=CC=CC=2)C2C=CC=CC=2)C=CC=CC=1.C1(P(C2C=CC=CC=2)C2C=CC=CC=2)C=CC=CC=1.C1(P(C2C=CC=CC=2)C2C=CC=CC=2)C=CC=CC=1>[F:30][C:14]1[CH:13]=[C:12]([CH2:11][C:10]2[C:4]3[C:5](=[N:6][CH:7]=[C:2]([C:35]4[CH:34]=[N:33][N:32]([CH3:31])[CH:36]=4)[CH:3]=3)[NH:8][CH:9]=2)[C:28]([F:29])=[CH:27][C:15]=1[OH:16] |f:3.4.5,7.8.9.10.11|. Reported procedure: To 2-[4-(5-bromo-1H-pyrrolo[2,3-b]pyridin-3-ylmethyl)-2,5-difluoro-phenoxymethyl]-1H-benzoimidazole (P-2107, 25.0 m g, 0.053 mmol, prepared as described in Example 41) in acetonitrile (4.00 mL) and 1M potassium carbonate in water (2.00 mL), 1-methyl-4-(4,4,5,5-tetramethyl-[1,3,2]dioxaborolan-2-yl)-1H-pyrazole (13.3 mg, 0.064 mmol) and tetrakis(triphenylphosphine)-palladium(0) (10.0 mg, 8.65E-3 mmol) were added. The reaction was heated to 160° C. for 20 minutes in a CEM Discover microwave instrum... Reactants: CCCC[N+](CCCC)(CCCC)CCCC, Cc1ccc2[nH]c3c(c2c1)CCN(C)CC3, [Cl-], C=Cc1ccc(C(F)(F)F)nc1, [Na+], [OH-], O. Product: Cc1ccc2c(c1)c1c(n2CCc2ccc(C(F)(F)F)nc2)CCN(C)CC1. RXN SMILES: [CH2:32]([N+:33]([CH2:34][CH2:35][CH2:36][CH3:37])([CH2:38][CH2:39][CH2:40][CH3:41])[CH2:42][CH2:43][CH2:44][CH3:45])[CH2:46][CH2:47][CH3:48].[CH3:1][N:2]1[CH2:3][CH2:4][c:5]2[nH:6][c:7]3[cH:8][cH:9][c:10]([CH3:16])[cH:11][c:12]3[c:13]2[CH2:14][CH2:15]1.[Cl-:31].[F:17][C:18]([c:19]1[n:20][cH:21][c:22]([CH:25]=[CH2:26])[cH:23][cH:24]1)([F:27])[F:28].[Na+:30].[OH-:29].[OH2:49]>>[CH3:1][N:2]1[CH2:3][CH2:4][c:5]2[n:6]([CH2:26][CH2:25][c:22]3[cH:21][n:20][c:19]([C:18]([F:17])([F:27])[F:28])[cH:24][cH:23]3)[c:7]3[cH:8][cH:9][c:10]([CH3:16])[cH:11][c:12]3[c:13]2[CH2:14][CH2:15]1. Yields the product Cc1nn(-c2cc(Oc3ccc(N)cc3)c(Cl)cc2F)c(=O)n1C(F)F. Reactants: CCO, Cc1nn(-c2cc(Oc3ccc([N+](=O)[O-])cc3)c(Cl)cc2F)c(=O)n1C(F)F, O=[Pt]. RXN SMILES: [CH3:29][CH2:30][OH:31].[Cl:1][c:2]1[cH:3][c:4]([F:28])[c:5](-[n:18]2[n:19][c:20]([CH3:27])[n:21]([CH:24]([F:25])[F:26])[c:22]2=[O:23])[cH:6][c:7]1[O:8][c:9]1[cH:10][cH:11][c:12]([N+:15]([O-:16])=[O:17])[cH:13][cH:14]1.[Pt:32]=[O:33]>>[Cl:1][c:2]1[cH:3][c:4]([F:28])[c:5](-[n:18]2[n:19][c:20]([CH3:27])[n:21]([CH:24]([F:25])[F:26])[c:22]2=[O:23])[cH:6][c:7]1[O:8][c:9]1[cH:10][cH:11][c:12]([NH2:15])[cH:13][cH:14]1. RXN SMILES: [CH3:1][C:2]([C:4]1[C:5]([OH:11])=[CH:6][CH:7]=[CH:8][C:9]=1[OH:10])=[O:3].[C:12]1([O:19][CH2:20][CH:21]2[O:23][CH2:22]2)[CH:17]=[CH:16][CH:15]=[C:14]([CH3:18])[CH:13]=1.[OH-].C([N+](C)(C)C)C1C=CC=CC=1>C(OCCO)C>[C:2]([C:4]1[C:9]([OH:10])=[CH:8][CH:7]=[CH:6][C:5]=1[O:11][CH2:22][CH:21]([OH:23])[CH2:20][O:19][C:12]1[CH:17]=[CH:16][CH:15]=[C:14]([CH3:18])[CH:13]=1)(=[O:3])[CH3:1] |f:2.3|. Starting materials: CC(=O)C=1C(=CC=CC1O)O (2,6-dihydroxyacetophenone), C1(=CC(=CC=C1)C)OCC1CO1 (m-cresylglycidyl ether), [OH-].C(C1=CC=CC=C1)[N+](C)(C)C (benzyltrimethylammonium hydroxide), solution. Procedure: A solution of 2,6-dihydroxyacetophenone (15.2 g), m-cresylglycidyl ether (16.4 g) and benzyltrimethylammonium hydroxide (10 drops of a 40% solution) in 2-ethoxyethanol (75 ml) was heated under reflux for 48 hours. The solvent was then removed under reduced pressure to give 1-(2-acetyl-3-hydroxyphenoxy)-2-hydroxy-3-m-cresyloxypropane (31.5 g) as a viscous amber oil. The solvent is C(C)OCCO (2-ethoxyethanol). The product is C(C)(=O)C1=C(OCC(COC2=CC(=CC=C2)C)O)C=CC=C1O (1-(2-acetyl-3-hydroxyphenoxy)-2-hydroxy-3-m-cresyloxypropane). Yield: 99.7%. Reactants: Nc1ccc(Br)cc1F, O=C([O-])[O-], CI, CN(C)C=O, C, ClCCl, [K+], [K+], O=S(=O)(Cl)Cl, c1ccncc1. The product is CN(c1ccc(Br)cc1F)S(C)(=O)=O. As a reaction SMILES: [Br:7][c:8]1[cH:9][c:10]([F:15])[c:11]([NH2:12])[cH:13][cH:14]1.[C:22](=[O:23])([O-:24])[O-:25].[CH3:28][I:29].[CH3:33][N:34]([CH3:35])[CH:36]=[O:37].[CH4:6].[Cl:30][CH2:31][Cl:32].[K+:26].[K+:27].[S:1](=[O:2])(=[O:3])([Cl:4])[Cl:5].[cH:16]1[cH:17][cH:18][n:19][cH:20][cH:21]1>>[S:1](=[O:2])(=[O:3])([CH3:6])[N:12]([c:11]1[c:10]([F:15])[cH:9][c:8]([Br:7])[cH:14][cH:13]1)[CH3:28].